From a dataset of the Open Reaction Database (ORD), a public repository of structured organic reaction records. describe an organic reaction: reactants, conditions, products, and yield Reactants: C1(=CC=CC2=CC=CC=C12)C(=O)N1CC(C(C1)C(=O)O)CN1CCC(CC1)C1=CC=C(C=C1)F (1-(1-naphthoyl)-3-(RS)-(4-(4-fluorophenyl)piperidinylmethyl)-4-(SR)-carboxypyrrolidine), [Si](C)(C)(C)C=[N+]=[N-] (TMSCHN2). Solvent: CO (MeOH), C1CCOC1 (THF). Run at time 6 hour. Product: C1(=CC=CC2=CC=CC=C12)C(=O)N1CC(C(C1)C(=O)OC)CN1CCC(CC1)C1=CC=C(C=C1)F (1-(1-Naphthoyl)-3-(RS)-(4-(4-fluorophenyl)piperidinylmethyl)-4-(SR)-methoxycarbonylpyrrolidine). As a reaction SMILES: [C:1]1([C:11]([N:13]2[CH2:17][CH:16]([C:18]([OH:20])=[O:19])[CH:15]([CH2:21][N:22]3[CH2:27][CH2:26][CH:25]([C:28]4[CH:33]=[CH:32][C:31]([F:34])=[CH:30][CH:29]=4)[CH2:24][CH2:23]3)[CH2:14]2)=[O:12])[C:10]2[C:5](=[CH:6][CH:7]=[CH:8][CH:9]=2)[CH:4]=[CH:3][CH:2]=1.[Si](C=[N+]=[N-])(C)(C)[CH3:36]>CO.C1COCC1>[C:1]1([C:11]([N:13]2[CH2:17][CH:16]([C:18]([O:20][CH3:36])=[O:19])[CH:15]([CH2:21][N:22]3[CH2:27][CH2:26][CH:25]([C:28]4[CH:33]=[CH:32][C:31]([F:34])=[CH:30][CH:29]=4)[CH2:24][CH2:23]3)[CH2:14]2)=[O:12])[C:10]2[C:5](=[CH:6][CH:7]=[CH:8][CH:9]=2)[CH:4]=[CH:3][CH:2]=1. Reported procedure: To a solution of 0.037 g (0.08 mmol) of 1-(1-naphthoyl)-3-(RS)-(4-(4-fluorophenyl)piperidinylmethyl)-4-(SR)-carboxypyrrolidine in 0.6 mL of MeOH and 1.2 mL of THF at rt was added 0.2 mL (0.4 mmol) of TMSCHN2 (2M in hexanes) and the reaction mixture was stirred for 6 h. The reaction mixture was concentrated and the residue was purified by chromatography (silica, acetone:hexanes, 1:3) to give the title compound. 1H NMR (CDCl3) δ (key peaks) 7.87-7.91 (m, 3H), 7.47-7.56 (m, 4H), 7.15-7.18 and 7.08-... Starting materials: CCN(C(C)C)C(C)C, CC(N)C(=O)N1CCCC1C(=O)O, Cc1ccc(S(=O)(=O)[O-])cc1, O=C1CCC(=O)O1, C1CCOC1. Yields the product CC(NC(=O)CCC(=O)O)C(=O)N1CCCC1C(=O)O. As a reaction SMILES: [CH:1]([N:2]([CH:3]([CH3:4])[CH3:5])[CH2:6][CH3:7])([CH3:8])[CH3:9].[NH2:17][CH:18]([CH3:19])[C:20](=[O:21])[N:22]1[CH:23]([C:24](=[O:25])[OH:26])[CH2:27][CH2:28][CH2:29]1.[O-:30][S:31]([c:32]1[cH:33][cH:34][c:35]([CH3:36])[cH:37][cH:38]1)(=[O:39])=[O:40].[O:10]=[C:11]1[CH2:12][CH2:13][C:14](=[O:15])[O:16]1.[O:41]1[CH2:42][CH2:43][CH2:44][CH2:45]1>>[O:10]=[C:11]([CH2:12][CH2:13][C:14](=[O:15])[OH:16])[NH:17][CH:18]([CH3:19])[C:20](=[O:21])[N:22]1[CH:23]([C:24](=[O:25])[OH:26])[CH2:27][CH2:28][CH2:29]1. Reactants: C(C)(=O)O[C@H](C1=CC=CC=C1)C(NC1=CC(=CC=C1)C1=NN(C2=CC=C(C=C12)C1=NN(C=N1)C(C1=CC=CC=C1)(C1=CC=CC=C1)C1=CC=CC=C1)C1OCCCC1)=O ((1R)[N-(3-{1-Perhydro-2H-pyran-2-yl-5-[1-(triphenylmethyl)(1,2,4-triazol-3-yl)](1H-indazol-3-yl)}phenyl)carbamoyl]phenylmethyl acetate), C(=O)(O)[O-].[Na+] (NaHCO3), alcohol. Run in Cl (HCl), O1CCOCC1 (1,4-dioxane). Run at time 8 hour. Yields the product N1N=C(N=C1)C=1C=C2C(=NNC2=CC1)C=1C=C(C=CC1)NC([C@@H](C1=CC=CC=C1)O)=O (N-[3-(5-(1H-1,2,4-Triazol-3-yl)(1H-indazol-3-yl))phenyl](2R)-2-hydroxy-2-phenylacetamide). The yield is 35.0%. As a reaction SMILES: C([O:4][C@@H:5]([C:12](=[O:59])[NH:13][C:14]1[CH:19]=[CH:18][CH:17]=[C:16]([C:20]2[C:28]3[C:23](=[CH:24][CH:25]=[C:26]([C:29]4[N:33]=[CH:32][N:31](C(C5C=CC=CC=5)(C5C=CC=CC=5)C5C=CC=CC=5)[N:30]=4)[CH:27]=3)[N:22](C3CCCCO3)[N:21]=2)[CH:15]=1)[C:6]1[CH:11]=[CH:10][CH:9]=[CH:8][CH:7]=1)(=O)C.C([O-])(O)=O.[Na+]>Cl.O1CCOCC1>[NH:31]1[CH:32]=[N:33][C:29]([C:26]2[CH:27]=[C:28]3[C:23](=[CH:24][CH:25]=2)[NH:22][N:21]=[C:20]3[C:16]2[CH:15]=[C:14]([NH:13][C:12](=[O:59])[C@H:5]([OH:4])[C:6]3[CH:7]=[CH:8][CH:9]=[CH:10][CH:11]=3)[CH:19]=[CH:18][CH:17]=2)=[N:30]1 |f:1.2|. Reported procedure: (1R)[N-(3-{1-Perhydro-2H-pyran-2-yl-5-[1-(triphenylmethyl)(1,2,4-triazol-3-yl)](1H-indazol-3-yl)}phenyl)carbamoyl]phenylmethyl acetate was dissolved in 4 mL of 4.0 N HCl in 1,4-dioxane and the reaction was stirred at room temperature overnight. Monitoring of the reaction showed that the alcohol functionality had been partially deprotected under these conditions. After neutralization with aqueous NaHCO3 after 48 hours, the crude product was extracted in ethyl acetate. The residue was then dissolv... The reactants are CCCC(C)Oc1nc(N)c2nc(Br)n(C3CCCCO3)c2n1, C[O-], CO, [Na+]. The product is CCCC(C)Oc1nc(N)c2nc(OC)n(C3CCCCO3)c2n1. Reaction SMILES: [Br:1][c:2]1[n:3]([CH:18]2[O:19][CH2:20][CH2:21][CH2:22][CH2:23]2)[c:4]2[n:5][c:6]([O:12][CH:13]([CH2:14][CH2:15][CH3:16])[CH3:17])[n:7][c:8]([NH2:11])[c:9]2[n:10]1.[CH3:24][O-:25].[CH3:27][OH:28].[Na+:26]>>[c:2]1([O:25][CH3:24])[n:3]([CH:18]2[O:19][CH2:20][CH2:21][CH2:22][CH2:23]2)[c:4]2[n:5][c:6]([O:12][CH:13]([CH2:14][CH2:15][CH3:16])[CH3:17])[n:7][c:8]([NH2:11])[c:9]2[n:10]1. Starting materials: [Si](C1=CC=CC=C1)(C1=CC=CC=C1)(C(C)(C)C)OCC1=NN=C(S1)C(=O)OCC (ethyl 5-({[tert-butyl(diphenyl)silyl]oxy}methyl)-1,3,4-thiadiazole-2-carboxylate), [BH4-].[Na+] (sodium borohydride), [Cl-].[NH4+] (ammonium chloride). Solvent: CO (methanol). Run at temperature 0 celsius, time 1 hour. Product: [Si](C1=CC=CC=C1)(C1=CC=CC=C1)(C(C)(C)C)OCC1=NN=C(S1)CO ([5-({[tert-butyl(diphenyl)silyl]oxy}methyl)-1,3,4-thiadiazol-2-yl]methanol). Isolated yield 82.0%. As a reaction SMILES: [Si:1]([O:18][CH2:19][C:20]1[S:24][C:23]([C:25](OCC)=[O:26])=[N:22][N:21]=1)([C:14]([CH3:17])([CH3:16])[CH3:15])([C:8]1[CH:13]=[CH:12][CH:11]=[CH:10][CH:9]=1)[C:2]1[CH:7]=[CH:6][CH:5]=[CH:4][CH:3]=1.[BH4-].[Na+].[Cl-].[NH4+]>CO>[Si:1]([O:18][CH2:19][C:20]1[S:24][C:23]([CH2:25][OH:26])=[N:22][N:21]=1)([C:14]([CH3:15])([CH3:16])[CH3:17])([C:2]1[CH:7]=[CH:6][CH:5]=[CH:4][CH:3]=1)[C:8]1[CH:13]=[CH:12][CH:11]=[CH:10][CH:9]=1 |f:1.2,3.4|. Procedure: To a solution of ethyl 5-({[tert-butyl(diphenyl)silyl]oxy}methyl)-1,3,4-thiadiazole-2-carboxylate (998 mg) in methanol (12 ml) was added sodium borohydride (177 mg), and the mixture was stirred at 0° C. for 1 hr. A saturated aqueous ammonium chloride solution was added to the reaction mixture, and the mixture was extracted with ethyl acetate. The extract was dried over anhydrous magnesium sulfate and concentrated under reduced pressure. The residue was subjected to silica gel column chromatograp... Starting materials: [Cl-].[Li+] (lithium chloride), C([O-])([O-])=O.[Na+].[Na+] (sodium carbonate), C1(=CC=CC=C1)P(C1=CC=CC=C1)C1=CC=CC=C1 (triphenylphosphine), C(C)[Si](CC)(CC)OCCCC#C[Si](CC)(CC)CC (5-triethylsilyl-4-pentyn-1-ol triethylsilyl ether), IC1=C(N)C=CC(=C1)CN1N=CN=C1 (2-iodo-4-[(1,2,4-triazol-1-yl)methyl]aniline). The reagents and catalysts are C(C)(=O)[O-].[Pd+2].C(C)(=O)[O-] (palladium acetate). Run in CN(C=O)C (dimethylformamide). Run at temperature 100 celsius. Yields the product N1(N=CN=C1)CC=1C=C2C(=CNC2=CC1)CCCO (3-[5-(1,2,4-Triazol-1-yl)methyl-1H-indol-3-yl]propan-1-ol). Yield: 56.0%. Reaction SMILES: [Cl-].[Li+].C(=O)([O-])[O-].[Na+].[Na+].C1(P(C2C=CC=CC=2)C2C=CC=CC=2)C=CC=CC=1.C([Si]([O:35][CH2:36][CH2:37][CH2:38][C:39]#[C:40][Si](CC)(CC)CC)(CC)CC)C.I[C:49]1[CH:55]=[C:54]([CH2:56][N:57]2[CH:61]=[N:60][CH:59]=[N:58]2)[CH:53]=[CH:52][C:50]=1[NH2:51]>CN(C)C=O.C([O-])(=O)C.[Pd+2].C([O-])(=O)C>[N:57]1([CH2:56][C:54]2[CH:53]=[C:52]3[C:50](=[CH:49][CH:55]=2)[NH:51][CH:40]=[C:39]3[CH2:38][CH2:37][CH2:36][OH:35])[CH:61]=[N:60][CH:59]=[N:58]1 |f:0.1,2.3.4,9.10.11|. Procedure details: A mixture of palladium acetate (0.78 g), lithium chloride (1.47 g), sodium carbonate (18.49 g), triphenylphosphine (1.8 g), 5-triethylsilyl-4-pentyn-1-ol triethylsilyl ether (16.3 g) and 2-iodo-4-[(1,2,4-triazol-1-yl)methyl]aniline (10.0 g) in degassed anhydrous dimethylformamide (400 ml) was heated at 100° C. for 10 h, under nitrogen. After cooling, the reaction was filtered, concentrated, and the residue was partitioned between water and ethyl acetate. The organic phase was dried (MgSO4), conc...